From a dataset of the Open Reaction Database (ORD), a public repository of structured organic reaction records. describe an organic reaction: reactants, conditions, products, and yield Starting materials: Cl.OC(C1=CC=CC=C1)(C1=CC=CC=C1)C1CCN(CC1)CCCC(=O)C1=CC=CC=C1 (4-[4-(α-hydroxy-α-phenylbenzyl)piperidino]butyrophenone hydrochloride), Cl (HCl). Solvent: CC(CC)=O (butanone). Reaction conditions: time 2 hour. The product is Cl.C1(=CC=CC=C1)C(=C1CCN(CC1)CCCC(=O)C1=CC=CC=C1)C1=CC=CC=C1 (4-[4-(Diphenylmethylene)piperidino]butyrophenone hydrochloride). RXN SMILES: [ClH:1].O[C:3]([CH:16]1[CH2:21][CH2:20][N:19]([CH2:22][CH2:23][CH2:24][C:25]([C:27]2[CH:32]=[CH:31][CH:30]=[CH:29][CH:28]=2)=[O:26])[CH2:18][CH2:17]1)([C:10]1[CH:15]=[CH:14][CH:13]=[CH:12][CH:11]=1)[C:4]1[CH:9]=[CH:8][CH:7]=[CH:6][CH:5]=1.Cl>CC(=O)CC>[ClH:1].[C:4]1([C:3]([C:10]2[CH:15]=[CH:14][CH:13]=[CH:12][CH:11]=2)=[C:16]2[CH2:17][CH2:18][N:19]([CH2:22][CH2:23][CH2:24][C:25]([C:27]3[CH:28]=[CH:29][CH:30]=[CH:31][CH:32]=3)=[O:26])[CH2:20][CH2:21]2)[CH:5]=[CH:6][CH:7]=[CH:8][CH:9]=1 |f:0.1,4.5|. Reported procedure: To 22.5 g (0.05 mole) of 4-[4-(α-hydroxy-α-phenylbenzyl)piperidino]butyrophenone hydrochloride in 300 ml of butanone was added 200 ml of concentrated HCl. The mixture was refluxed with stirring for 2 hours then allowed to stir overnight at room temperature. The mixture was refluxed with stirring an additional 2 hours after which the solvent was removed. The remaining residue was recrystallized from butanone and butanone-diethyl ether to give the desired product, M.P. 160°-161.5° C.